Dataset: the Open Reaction Database (ORD), a public repository of structured organic reaction records. Task: describe an organic reaction: reactants, conditions, products, and yield Yields the product NC[C@@H](CP(O)(=O)C)O (P-[3-amino-2(S)-hydroxy-propyl]-P-methyl-phosphinic acid). Procedure: A solution of 1.1 g of isobutyl P-[3-amino-2(S)-hydroxy-propyl]-P-methyl-phosphinate in 20 ml of 36% aqueous hydrochloric acid is heated to reflux for a period of 12 hours. The reaction mixture is then allowed to cool to room temperature, concentrated under reduced pressure, and co-evaporated four times with 25 ml of water. The crude material is dissolved in water, washed with ether and the aqueous layer is treated with activated charcoal. The solution is filtered hot, the filtrate is concentrat... As a reaction SMILES: [NH2:1][CH2:2][C@H:3]([OH:13])[CH2:4][P:5]([CH3:12])(=[O:11])[O:6]CC(C)C>Cl>[NH2:1][CH2:2][C@H:3]([OH:13])[CH2:4][P:5]([CH3:12])(=[O:6])[OH:11]. The reactants are NC[C@@H](CP(OCC(C)C)(=O)C)O (isobutyl P-[3-amino-2(S)-hydroxy-propyl]-P-methyl-phosphinate). Solvent: Cl (hydrochloric acid).